This data is from the Open Reaction Database (ORD), a public repository of structured organic reaction records. The task is: describe an organic reaction: reactants, conditions, products, and yield The reactants are CCCN(C(C)C)C1CSc2cccc(-c3ccccc3)c2C1, ClC(Cl)Cl, O=C(OO)c1cccc(Cl)c1, Cl. Product: CCCN(C(C)C)C1Cc2c(-c3ccccc3)cccc2S(=O)C1. Reaction SMILES: [CH:2]([CH3:3])([CH3:4])[N:5]([CH2:6][CH2:7][CH3:8])[CH:9]1[CH2:10][S:11][c:12]2[cH:13][cH:14][cH:15][c:16](-[c:19]3[cH:20][cH:21][cH:22][cH:23][cH:24]3)[c:17]2[CH2:18]1.[CH:36]([Cl:37])([Cl:38])[Cl:39].[Cl:25][c:26]1[cH:27][cH:28][cH:29][c:30]([C:31]([O:32][OH:34])=[O:33])[cH:35]1.[ClH:1]>>[CH:2]([CH3:3])([CH3:4])[N:5]([CH2:6][CH2:7][CH3:8])[CH:9]1[CH2:10][S:11](=[O:33])[c:12]2[cH:13][cH:14][cH:15][c:16](-[c:19]3[cH:20][cH:21][cH:22][cH:23][cH:24]3)[c:17]2[CH2:18]1. The reactants are CCN=C=NCCCN(C)C (WSC), C(CCCC)NC(=O)C1=CC=C(C=C1)N1N=NC(=C1CCC)C(=O)O (1-{4-[(Pentylamino)carbonyl]phenyl}-5-propyl-1H-1,2,3-triazole-4-carboxylic acid), C=1C=CC2=C(C1)N=NN2O (HOBt), C1(CC1)N (cyclopropylamine). Solvent: C(C)#N.CN(C)C=O (acetonitrile DMF). Run at time 2 hour. The product is C1(CC1)NC(=O)C=1N=NN(C1CCC)C1=CC=C(C=C1)C(=O)NCCCCC (N-cyclopropyl-1-{4-[(pentylamino)carbonyl]phenyl}-5-propyl-1H-1,2,3-triazole-4-carboxamide). Yield: 55.1%. As a reaction SMILES: [CH2:1]([NH:6][C:7]([C:9]1[CH:14]=[CH:13][C:12]([N:15]2[C:19]([CH2:20][CH2:21][CH3:22])=[C:18]([C:23]([OH:25])=O)[N:17]=[N:16]2)=[CH:11][CH:10]=1)=[O:8])[CH2:2][CH2:3][CH2:4][CH3:5].C1C=C[C:29]2N(O)N=[N:32][C:30]=2[CH:31]=1.C1(N)CC1.CCN=C=NCCCN(C)C>C(#N)C.CN(C=O)C>[CH:30]1([NH:32][C:23]([C:18]2[N:17]=[N:16][N:15]([C:12]3[CH:11]=[CH:10][C:9]([C:7]([NH:6][CH2:1][CH2:2][CH2:3][CH2:4][CH3:5])=[O:8])=[CH:14][CH:13]=3)[C:19]=2[CH2:20][CH2:21][CH3:22])=[O:25])[CH2:31][CH2:29]1 |f:4.5|. Procedure details: 1-{4-[(Pentylamino)carbonyl]phenyl}-5-propyl-1H-1,2,3-triazole-4-carboxylic acid (487 mg, 1.41 mmol) obtained in Example 57b), HOBt (193 mg, 1.41 mmol, 1.0 eq.) and cyclopropylamine (0.131 ml, 1.84 mmol, 1.3 eq.) were dissolved in acetonitrile-DMF (1:1, 7.5 ml), WSC (332 mg, 1.70 mmol, 1.2 eq.) was added, and the mixture was stirred at room temperature for 2 hr. The reaction mixture was concentrated, dissolved in ethyl acetate (40 ml), and washed with 5% aqueous sodium hydrogen carbonate solutio... Starting materials: C[O-].[Na+] (sodium methylate), Br.C(N)(=N)N1C(NC(C1)(C)C)=O (1-amidino-4,4-dimethyl-2-oxoimidazolidine hydrobromide), CN(C(C(=COCC)C#N)=O)C1=CC(=CC=C1)C(F)(F)F (2-cyano-3-ethoxyacrylic acid N-methyl-N-(3-trifluoromethylphenyl)amide). Run in CO (methanol), C(CC)O (1-propanol). Run at temperature 45 celsius, time 30 minute. Product: C(#N)C(=CNC(N1C(NC(C1)(C)C)=O)=N)C(N(C1=CC(=CC=C1)C(F)(F)F)C)=O (1-cyano-1-[N-methyl-N-(3-trifluoromethylphenyl)carbamoyl]-2-[imino(4,4-dimethyl-2-oxo-1-imidazolidinyl)methylamino]ethene). Isolated yield 76.3%. As a reaction SMILES: Br.[C:2]([N:5]1[CH2:9][C:8]([CH3:11])([CH3:10])[NH:7][C:6]1=[O:12])(=[NH:4])[NH2:3].C[O-].[Na+].[CH3:16][N:17]([C:27]1[CH:32]=[CH:31][CH:30]=[C:29]([C:33]([F:36])([F:35])[F:34])[CH:28]=1)[C:18](=[O:26])[C:19]([C:24]#[N:25])=[CH:20]OCC>C(O)CC.CO>[C:24]([C:19]([C:18](=[O:26])[N:17]([CH3:16])[C:27]1[CH:32]=[CH:31][CH:30]=[C:29]([C:33]([F:36])([F:35])[F:34])[CH:28]=1)=[CH:20][NH:4][C:2](=[NH:3])[N:5]1[CH2:9][C:8]([CH3:10])([CH3:11])[NH:7][C:6]1=[O:12])#[N:25] |f:0.1,2.3|. Procedure details: 4.74 g (20 mmol) of 1-amidino-4,4-dimethyl-2-oxoimidazolidine hydrobromide were dissolved in 47 ml of boiling 1-propanol and, at 88°-90° C., 3.60 g (=3.67 ml, 20 mmol) of a 30% strength solution of sodium methylate in methanol were added. The resulting suspension was cooled to 45° C., stirred at 45° C. for 30 min and then cooled to 20° C., and 5.97 g (20 mmol) of 2-cyano-3-ethoxyacrylic acid N-methyl-N-(3-trifluoromethylphenyl)amide were added at 20° C., and the mixture was stirred at room tempe... Reactants: OCC1=C(N)C=CC(=C1)C (2-(hydroxymethyl)-4-methylaniline), C(C)OC=C(C(=O)OCC)C(=O)OCC (diethyl ethoxymethylenemalonate). Reaction conditions: temperature 110 celsius. Product: OCC1=C(NC=C(C(=O)OCC)C(=O)OCC)C=CC(=C1)C (Diethyl 2-((2-(Hydroxymethyl)-4-methylanilino)methylene)malonate). Isolated yield 87.0%. RXN SMILES: [OH:1][CH2:2][C:3]1[CH:9]=[C:8]([CH3:10])[CH:7]=[CH:6][C:4]=1[NH2:5].C(O[CH:14]=[C:15]([C:21]([O:23][CH2:24][CH3:25])=[O:22])[C:16]([O:18][CH2:19][CH3:20])=[O:17])C>>[OH:1][CH2:2][C:3]1[CH:9]=[C:8]([CH3:10])[CH:7]=[CH:6][C:4]=1[NH:5][CH:14]=[C:15]([C:16]([O:18][CH2:19][CH3:20])=[O:17])[C:21]([O:23][CH2:24][CH3:25])=[O:22]. Procedure: A mixture of 2-(hydroxymethyl)-4-methylaniline (10.0 g) and diethyl ethoxymethylenemalonate (18.5 g) is heated at 110° C. for 1 h. Crystallization from ether/hexane afforded 19.5 g of the title compound. Physical characteristics: M.p. 92-95° C.; Anal. Found: C, 62.49; H, 6.88; N, 4.60. Reactants: O.O.[Sn](Cl)Cl (Tin dichloride dihydrate), BrC1=NNC2=CC=C(C=C12)[N+](=O)[O-] (3-bromo-5-nitro-1H-indazole), S(=O)(O)[O-].[Na+] (sodium hydrogensulfite). Run in CN(C=O)C (N,N-dimethylformamide). Reaction conditions: temperature 70 celsius, time 1.5 hour. The product is BrC1=NNC2=CC=C(C=C12)N (3-bromo-1H-indazol-5-amine). Isolated yield 69.4%. RXN SMILES: O.O.[Sn](Cl)Cl.[Br:6][C:7]1[C:15]2[C:10](=[CH:11][CH:12]=[C:13]([N+:16]([O-])=O)[CH:14]=2)[NH:9][N:8]=1.S([O-])(O)=O.[Na+]>CN(C)C=O>[Br:6][C:7]1[C:15]2[C:10](=[CH:11][CH:12]=[C:13]([NH2:16])[CH:14]=2)[NH:9][N:8]=1 |f:0.1.2,4.5|. Procedure: Tin dichloride dihydrate (846 mg, 3.75 mmol) was added to a solution of 3-bromo-5-nitro-1H-indazole (181 mg, 0.748 mmol) in N,N-dimethylformamide (3 ml), and the resulting mixture was stirred at 70° C. for 1.5 hours. After an aqueous sodium hydrogensulfite solution was added thereto to terminate the reaction, ethyl acetate was added to the reaction mixture and the insoluble material was removed by filtration using Celite. The residue was extracted with ethyl acetate/toluene, and the extract solu... Yields the product C=C1CC2C=Nc3cc(OCc4ccccc4)c(OC)cc3C(=O)N2C1. As a reaction SMILES: [CH2:1]=[C:2]1[CH2:3][CH:4]([CH:28]=[O:29])[N:5]([C:7]([c:8]2[c:9]([N+:24]([O-:25])=[O:26])[cH:10][c:11]([O:16][CH2:17][c:18]3[cH:19][cH:20][cH:21][cH:22][cH:23]3)[c:12]([O:14][CH3:15])[cH:13]2)=[O:27])[CH2:6]1.[CH2:30]1[O:31][CH2:32][CH2:33][CH2:34]1.[OH2:35]>>[CH2:1]=[C:2]1[CH2:3][CH:4]2[N:5]([CH2:6]1)[C:7](=[O:27])[c:8]1[c:9]([cH:10][c:11]([O:16][CH2:17][c:18]3[cH:19][cH:20][cH:21][cH:22][cH:23]3)[c:12]([O:14][CH3:15])[cH:13]1)[N:24]=[CH:28]2. Reactants: C=C1CC(C=O)N(C(=O)c2cc(OC)c(OCc3ccccc3)cc2[N+](=O)[O-])C1, C1CCOC1, O. Reactants: C(C1=CC=CC=C1)OC(=O)NCCC(=O)NC[C@@H]1CNCCC1 (3-(benzyloxycarbonyl)amino-N-{((3S)-3-piperidyl)methyl}propanamide), [Na] (sodium), C1(CCCCC1)C=O (cyclohexanecarbaldehyde). Reagents/catalysts: [Cl-].[Zn+2].[Cl-] (zinc chloride). The solvent is CO (methanol), CO (methanol), C(C)(=O)OCC (ethyl acetate). Yields the product C(C1=CC=CC=C1)OC(=O)NCCC(=O)NC[C@@H]1CN(CCC1)CC1CCCCC1 (3-(benzyloxycarbonyl)amino-N-{((3R)-1-cyclohexylmethyl-3-piperidyl)methyl}propanamide). Reaction SMILES: [CH2:1]([O:8][C:9]([NH:11][CH2:12][CH2:13][C:14]([NH:16][CH2:17][C@H:18]1[CH2:23][CH2:22][CH2:21][NH:20][CH2:19]1)=[O:15])=[O:10])[C:2]1[CH:7]=[CH:6][CH:5]=[CH:4][CH:3]=1.[Na].[CH:25]1([CH:31]=O)[CH2:30][CH2:29][CH2:28][CH2:27][CH2:26]1>CO.C(OCC)(=O)C.[Cl-].[Zn+2].[Cl-]>[CH2:1]([O:8][C:9]([NH:11][CH2:12][CH2:13][C:14]([NH:16][CH2:17][C@H:18]1[CH2:23][CH2:22][CH2:21][N:20]([CH2:31][CH:25]2[CH2:30][CH2:29][CH2:28][CH2:27][CH2:26]2)[CH2:19]1)=[O:15])=[O:10])[C:2]1[CH:3]=[CH:4][CH:5]=[CH:6][CH:7]=1 |f:5.6.7,^1:23|. Procedure details: To a solution of 600 mg of 3-(benzyloxycarbonyl)amino-N-{((3S)-3-piperidyl)methyl}propanamide in 3 ml of methanol, a solution of 150 mg of sodium cyanoborohydrate and 160 mg of zinc chloride in 8.1 ml of methanol, and 0.30 ml of cyclohexanecarbaldehyde were added at room temperature, followed by an hour's stirring at the same temperature. The reaction liquid was diluted with ethyl acetate and successively washed with saturated aqueous sodium bicarbonate solution and saturated saline, followed by... Reactants: C1CCOC1, [Li]CCCC, CNC(=O)c1ccc2cc(C(=O)c3cn(C(c4ccccc4)(c4ccccc4)c4ccccc4)cn3)ccc2c1, CCOC(C)=O, CCCCCC, CC(C)NC(C)C, [Cl-], [NH4+]. Yields the product CCOC(=O)CC(O)(c1ccc2cc(C(=O)NC)ccc2c1)c1cn(C(c2ccccc2)(c2ccccc2)c2ccccc2)cn1. RXN SMILES: [CH2:67]1[O:68][CH2:69][CH2:70][CH2:71]1.[CH2:8]([Li:9])[CH2:10][CH2:11][CH3:12].[CH3:13][NH:14][C:15](=[O:16])[c:17]1[cH:18][c:19]2[cH:20][cH:21][c:22]([C:27](=[O:28])[c:29]3[n:30][cH:31][n:32]([C:34]([c:35]4[cH:36][cH:37][cH:38][cH:39][cH:40]4)([c:41]4[cH:42][cH:43][cH:44][cH:45][cH:46]4)[c:47]4[cH:48][cH:49][cH:50][cH:51][cH:52]4)[cH:33]3)[cH:23][c:24]2[cH:25][cH:26]1.[CH3:55][CH2:56][O:57][C:58]([CH3:59])=[O:60].[CH3:61][CH2:62][CH2:63][CH2:64][CH2:65][CH3:66].[CH:1]([NH:2][CH:3]([CH3:4])[CH3:5])([CH3:6])[CH3:7].[Cl-:53].[NH4+:54]>>[CH3:13][NH:14][C:15](=[O:16])[c:17]1[cH:18][c:19]2[cH:20][cH:21][c:22]([C:27]([OH:28])([c:29]3[n:30][cH:31][n:32]([C:34]([c:35]4[cH:36][cH:37][cH:38][cH:39][cH:40]4)([c:41]4[cH:42][cH:43][cH:44][cH:45][cH:46]4)[c:47]4[cH:48][cH:49][cH:50][cH:51][cH:52]4)[cH:33]3)[CH2:59][C:58]([O:57][CH2:56][CH3:55])=[O:60])[cH:23][c:24]2[cH:25][cH:26]1.